Dataset: the Open Reaction Database (ORD), a public repository of structured organic reaction records. Task: describe an organic reaction: reactants, conditions, products, and yield Reaction SMILES: [Cl:1][C:2]1[CH:3]=[C:4]2[C:8](=[CH:9][CH:10]=1)[NH:7][C:6](=[O:11])[C:5]2([C:26]1[CH:31]=[CH:30][CH:29]=[CH:28][C:27]=1[O:32][CH3:33])[CH2:12][C:13](=[O:25])[N:14]1[CH2:19][CH2:18][N:17]([C:20]2[S:21][CH:22]=[CH:23][N:24]=2)[CH2:16][CH2:15]1.[CH3:34][O:35][C:36]1[CH:41]=[CH:40][C:39]([S:42](Cl)(=[O:44])=[O:43])=[C:38]([O:46][C:47]([F:50])([F:49])[F:48])[CH:37]=1>>[Cl:1][C:2]1[CH:3]=[C:4]2[C:8](=[CH:9][CH:10]=1)[N:7]([S:42]([C:39]1[CH:40]=[CH:41][C:36]([O:35][CH3:34])=[CH:37][C:38]=1[O:46][C:47]([F:48])([F:49])[F:50])(=[O:44])=[O:43])[C:6](=[O:11])[C:5]2([C:26]1[CH:31]=[CH:30][CH:29]=[CH:28][C:27]=1[O:32][CH3:33])[CH2:12][C:13](=[O:25])[N:14]1[CH2:15][CH2:16][N:17]([C:20]2[S:21][CH:22]=[CH:23][N:24]=2)[CH2:18][CH2:19]1. Procedure details: With 300 mg of the compound obtained in Step 46-1 and 200 mg of 4-methoxy-2-(trifluoromethoxy)benzene sulfonyl chloride as starting materials, 409 mg of the title compound (yellow amorphous) was obtained by a similar method to Example 2. The reactants are ClC=1C=C2C(C(NC2=CC1)=O)(CC(N1CCN(CC1)C=1SC=CN1)=O)C1=C(C=CC=C1)OC (5-chloro-3-(2-methoxyphenyl)-3-{2-oxo-2-[4-(1,3-thiazol-2-yl)piperazin-1-yl]ethyl}-1,3-dihydro-2H-indol-2-one), COC1=CC(=C(C=C1)S(=O)(=O)Cl)OC(F)(F)F (4-methoxy-2-(trifluoromethoxy)benzene sulfonyl chloride). Isolated yield 89.3%. The product is ClC=1C=C2C(C(N(C2=CC1)S(=O)(=O)C1=C(C=C(C=C1)OC)OC(F)(F)F)=O)(CC(N1CCN(CC1)C=1SC=CN1)=O)C1=C(C=CC=C1)OC (5-chloro-3-(2-methoxyphenyl)-1-{[4-methoxy-2-(trifluoromethoxy)phenyl]sulfonyl}-3-{2-oxo-2-[4-(1,3-thiazol-2-yl)piperazin-1-yl]ethyl}-1,3-dihydro-2H-indol-2-one). Starting materials: [H-].[Na+] (NaH), OC=1C=CC(=NC1)C(C)=O (1-(5-hydroxy-pyridin-2-yl)-ethanone), C(OC)Cl (MOMCl). Run in CN(C)C=O (DMF). Run at time 1 hour. Yields the product COCOC=1C=CC(=NC1)C(C)=O (1-(5-Methoxymethoxy-pyridin-2-yl)-ethanone). Yield: 84.8%. RXN SMILES: [H-].[Na+].[OH:3][C:4]1[CH:5]=[CH:6][C:7]([C:10](=[O:12])[CH3:11])=[N:8][CH:9]=1.[CH2:13](Cl)[O:14][CH3:15]>CN(C=O)C>[CH3:13][O:14][CH2:15][O:3][C:4]1[CH:5]=[CH:6][C:7]([C:10](=[O:12])[CH3:11])=[N:8][CH:9]=1 |f:0.1|. Procedure details: NaH was added to a solution of 1 g (7.29 mmol) 1-(5-hydroxy-pyridin-2-yl)-ethanone (Anichem) in 15 ml DMF at 0° C. After stirring this mixture for 1 h, 0.78 ml (8.75 mmol) MOMCl was added at 0° C. Then the reaction mixture was stirred at room temperature for 2 h. The reaction mixture was poured on water and extracted 2 times with EtOAc. The combinded organic layers were washed with water and brine, dried (MgSO4), filtered and concentrated in vacuo. The residue was purified by chromatography on s... Reactants: ClCCl, O=C(O)C(F)(F)F, COCCOCOc1ccc(C(=O)CCC(=O)c2ccc3c(c2)OCCO3)cc1. Yields the product O=C(CCC(=O)c1ccc2c(c1)OCCO2)c1ccc(O)cc1. Reaction SMILES: [Cl:37][CH2:38][Cl:39].[F:1][C:2]([F:3])([F:4])[C:5]([OH:6])=[O:7].[O:8]1[c:9]2[c:10]([cH:14][c:15]([C:18]([CH2:19][CH2:20][C:21](=[O:22])[c:23]3[cH:24][cH:25][c:26]([O:29][CH2:30][O:31][CH2:32][CH2:33][O:34][CH3:35])[cH:27][cH:28]3)=[O:36])[cH:16][cH:17]2)[O:11][CH2:12][CH2:13]1>>[O:8]1[c:9]2[c:10]([cH:14][c:15]([C:18]([CH2:19][CH2:20][C:21](=[O:22])[c:23]3[cH:24][cH:25][c:26]([OH:29])[cH:27][cH:28]3)=[O:36])[cH:16][cH:17]2)[O:11][CH2:12][CH2:13]1. Reactants: ClC1=C(CCCC1=O)C1C(N(CCCC1)C)=O (3-(2-chloro-3-oxocyclohex-1-enyl)-hexahydro-1-methylazepin-2-one), Br (HBr). Solvent: C(Cl)(Cl)Cl (chloroform), C(Cl)(Cl)Cl (chloroform), C(C)(=O)O (acetic acid). Yields the product OC=1C=C(C=CC1)C1C(N(CCCC1)C)=O (Hexahydro-3-(3-hydroxyphenyl)-1-methyl-2H-azepin-2-one). Procedure: Using chloroform as solvent. A solution of 3-(2-chloro-3-oxocyclohex-1-enyl)-hexahydro-1-methylazepin-2-one (5.12 g) in chloroform (50 ml) was treated with 48% HBr in acetic acid (2 ml). After 12 hours the organic solvent was removed under reduced pressure and the residue triturated with aqueous ammonia to yield the title compound m.p. 192°-3° C. (EtOAc). RXN SMILES: Cl[C:2]1[C:7](=[O:8])[CH2:6][CH2:5][CH2:4][C:3]=1[CH:9]1[CH2:15][CH2:14][CH2:13][CH2:12][N:11]([CH3:16])[C:10]1=[O:17].Br>C(Cl)(Cl)Cl.C(O)(=O)C>[OH:8][C:7]1[CH:2]=[C:3]([CH:9]2[CH2:15][CH2:14][CH2:13][CH2:12][N:11]([CH3:16])[C:10]2=[O:17])[CH:4]=[CH:5][CH:6]=1. Reactants: C([O-])(O)=O.[Na+] (sodium bicarbonate), FC(C(=O)OC(C(F)(F)F)=O)(F)F (Trifluoroacetic anhydride), C(C)OC(=O)C12CCC(CC1)(CC2)NCC(=O)N2[C@@H](C[C@@H](C2)F)C(=O)N ((2S,4S)-1-[2-[(4-ethoxycarbonylbicyclo[2.2.2]oct-1-yl)amino]ac etyl]-4-fluoropyrrolidine-2-carboxamide), FC(C(=O)OC(C(F)(F)F)=O)(F)F (trifluoroacetic anhydride). Run in O1CCCC1 (tetrahydrofuran). Run at time 2 hour. Yields the product C(C)OC(=O)C12CCC(CC1)(CC2)NCC(=O)N2[C@@H](C[C@@H](C2)F)C#N ((2S,4S)-1-[2-[(4-ethoxycarbonylbicyclo[2.2.2]oct-1-yl)amino]ac etyl]-4-fluoropyrrolidine-2-carbonitrile). Yield: 67.0%. Reaction SMILES: FC(F)(F)C(OC(=O)C(F)(F)F)=O.[CH2:14]([O:16][C:17]([C:19]12[CH2:26][CH2:25][C:22]([NH:27][CH2:28][C:29]([N:31]3[CH2:35][C@@H:34]([F:36])[CH2:33][C@H:32]3[C:37]([NH2:39])=O)=[O:30])([CH2:23][CH2:24]1)[CH2:21][CH2:20]2)=[O:18])[CH3:15].C(=O)(O)[O-].[Na+]>O1CCCC1>[CH2:14]([O:16][C:17]([C:19]12[CH2:26][CH2:25][C:22]([NH:27][CH2:28][C:29]([N:31]3[CH2:35][C@@H:34]([F:36])[CH2:33][C@H:32]3[C:37]#[N:39])=[O:30])([CH2:23][CH2:24]1)[CH2:21][CH2:20]2)=[O:18])[CH3:15] |f:2.3|. Procedure: Trifluoroacetic anhydride (80 μL) was added to a solution of (2S,4S)-1-[2-[(4-ethoxycarbonylbicyclo[2.2.2]oct-1-yl)amino]ac etyl]-4-fluoropyrrolidine-2-carboxamide (100 mg) in tetrahydrofuran (1 mL). The mixture was stirred at room temperature for 2 hours and then at 40° C. for 1.5 hours. Subsequently, additional trifluoroacetic anhydride (40 μL) was added and the mixture was further stirred for 30 minutes. A saturated aqueous sodium bicarbonate solution (5 mL) was then added and the reaction mi... Starting materials: CCCCN(CCCC)CCCC, CC1CCc2ccccc2N1, O=C(O)c1cc(F)ccc1Oc1cc(Cl)ccc1Cl, C[n+]1ccccc1Cl, ClCCl, [I-]. As a reaction SMILES: [CH2:31]([N:32]([CH2:33][CH2:34][CH2:35][CH3:36])[CH2:37][CH2:38][CH2:39][CH3:40])[CH2:41][CH2:42][CH3:43].[CH3:20][CH:21]1[NH:22][c:23]2[cH:24][cH:25][cH:26][cH:27][c:28]2[CH2:29][CH2:30]1.[Cl:1][c:2]1[c:3]([O:4][c:5]2[c:6]([C:7](=[O:8])[OH:9])[cH:10][c:11]([F:14])[cH:12][cH:13]2)[cH:15][c:16]([Cl:19])[cH:17][cH:18]1.[Cl:45][c:46]1[cH:47][cH:48][cH:49][cH:50][n+:51]1[CH3:52].[Cl:53][CH2:54][Cl:55].[I-:44]>>[Cl:1][c:2]1[c:3]([O:4][c:5]2[c:6]([C:7](=[O:9])[N:22]3[CH:21]([CH3:20])[CH2:30][CH2:29][c:28]4[c:23]3[cH:24][cH:25][cH:26][cH:27]4)[cH:10][c:11]([F:14])[cH:12][cH:13]2)[cH:15][c:16]([Cl:19])[cH:17][cH:18]1. Product: CC1CCc2ccccc2N1C(=O)c1cc(F)ccc1Oc1cc(Cl)ccc1Cl.